From a dataset of the Open Reaction Database (ORD), a public repository of structured organic reaction records. describe an organic reaction: reactants, conditions, products, and yield Yields the product N#Cc1cnc2ccc([N+](=O)[O-])cc2c1Nc1ccc(Br)cc1. RXN SMILES: [Br:17][c:18]1[cH:19][cH:20][c:21]([NH2:22])[cH:23][cH:24]1.[CH3:25][CH2:26][OH:27].[Cl:1][c:2]1[c:3]([C:15]#[N:16])[cH:4][n:5][c:6]2[cH:7][cH:8][c:9]([N+:12](=[O:13])[O-:14])[cH:10][c:11]12>>[c:2]1([NH:22][c:21]2[cH:20][cH:19][c:18]([Br:17])[cH:24][cH:23]2)[c:3]([C:15]#[N:16])[cH:4][n:5][c:6]2[cH:7][cH:8][c:9]([N+:12](=[O:13])[O-:14])[cH:10][c:11]12. Starting materials: Nc1ccc(Br)cc1, CCO, N#Cc1cnc2ccc([N+](=O)[O-])cc2c1Cl. Starting materials: OC1=C(C=C(C=C1)Br)C (2-hydroxy-5-bromotoluene), N1C=NC=C1 (imidazole), ice water, [Si](C)(C)(C(C)(C)C)Cl (t-butyldimethylsilyl chloride). The solvent is CN(C)C=O (DMF). Product: [Si](C)(C)(C(C)(C)C)OC1=C(C=C(C=C1)Br)C (2-(t-Butyldimethylsilyloxy)-5-bromotoluene). Yield: 96.6%. As a reaction SMILES: [OH:1][C:2]1[CH:7]=[CH:6][C:5]([Br:8])=[CH:4][C:3]=1[CH3:9].N1C=CN=C1.[Si:15](Cl)([C:18]([CH3:21])([CH3:20])[CH3:19])([CH3:17])[CH3:16]>CN(C=O)C>[Si:15]([O:1][C:2]1[CH:7]=[CH:6][C:5]([Br:8])=[CH:4][C:3]=1[CH3:9])([C:18]([CH3:21])([CH3:20])[CH3:19])([CH3:17])[CH3:16]. Procedure: To a 0° C. mixture of 2-hydroxy-5-bromotoluene(48.63 g, 260 mmol), DMF (260 ml), imidazole (18.58 g, 273 mmol) is added t-butyldimethylsilyl chloride (41.15 g, 273 mol) in portions. After stirring for 30 m, the reaction is warmed to RT and stirred for 16 h. The reaction mixture is poured into ice/water (1.25 l) and extracted with Et2O. The organic layer is washed with water (2×100 ml), 1N NaOH (2×5 ml), water, brine, MgSO4 dried, concentrated, chromatographed (hex), and azeotroped with toluene t... Reactants: C1(=CC=CC=C1)CCCN (3-phenylpropan-1-amine), C1N(CC=2C=NC=CC21)C(=O)NC2=CC=C(C=C2)N2CCC(CC2)C(=O)O (1-(4-(2,3-dihydro-1H-pyrrolo[3,4-c]pyridine-2-carboxamido)phenyl)piperidine-4-carboxylic acid), C1N(CC2=CC=CC=C12)C(=O)NC1=CC=C(C(=O)O)C=C1 (4-(isoindoline-2-carboxamido)benzoic acid). The product is C(CC)NC(=O)C1CCN(CC1)C1=CC=C(C=C1)NC(=O)N1CC=2C=NC=CC2C1 (N-{4-[4-(propylcarbamoyl)piperidin-1-yl]phenyl}-1,3-dihydro-2H-pyrrolo[3,4-c]pyridine-2-carboxamide). As a reaction SMILES: C1([CH2:7][CH2:8][CH2:9][NH2:10])C=CC=CC=1.[CH2:11]1[C:19]2[CH:18]=[CH:17][N:16]=[CH:15][C:14]=2[CH2:13][N:12]1[C:20]([NH:22][C:23]1[CH:28]=[CH:27][C:26]([N:29]2[CH2:34][CH2:33][CH:32]([C:35](O)=[O:36])[CH2:31][CH2:30]2)=[CH:25][CH:24]=1)=[O:21].C1C2C(=CC=CC=2)CN1C(NC1C=CC(C(O)=O)=CC=1)=O>>[CH2:9]([NH:10][C:35]([CH:32]1[CH2:33][CH2:34][N:29]([C:26]2[CH:25]=[CH:24][C:23]([NH:22][C:20]([N:12]3[CH2:11][C:19]4[CH:18]=[CH:17][N:16]=[CH:15][C:14]=4[CH2:13]3)=[O:21])=[CH:28][CH:27]=2)[CH2:30][CH2:31]1)=[O:36])[CH2:8][CH3:7]. Procedure details: The title compound was prepared as described in Example 1C, substituting propan-1-amine for 3-phenylpropan-1-amine and 1-(4-(2,3-dihydro-1H-pyrrolo[3,4-c]pyridine-2-carboxamido)phenyl)piperidine-4-carboxylic acid for 4-(isoindoline-2-carboxamido)benzoic acid. 1H NMR (300 MHz, DMSO-d6) δ ppm 8.60 (s, 1H), 8.49 (d, J=5.0 Hz, 1H), 8.19 (s, 1H), 7.77 (t, J=5.6 Hz, 1H), 7.42 (d, J=5.1 Hz, 1H), 7.39-7.33 (m, 2H), 6.89-6.83 (m, 2H), 4.77 (d, J=6.2 Hz, 4H), 3.64-3.56 (m, 2H), 3.05-2.94 (m, 2H), 2.63-2.5... Starting materials: C(C)(C)(C)OC(=O)N[C@H](C(=O)O)CNC1=C(C=CC=C1)[N+](=O)[O-] ((2S)-2-tert-Butoxycarbonylamino-3-(2-nitrophenyl-amino)-propionic acid), C(=O)(O)[O-].[Na+] (NaHCO3), C(C)(C)(C)OC(=O)N[C@H](C(=O)O)CN ((2S)-2-tert-Butoxycarbonylamino-3-aminopropionic acid), FC1=C(C=CC=C1)[N+](=O)[O-] (2-fluoronitrobenzene). The solvent is O (H2O), CN(C)C=O (DMF). Reaction conditions: temperature 80 celsius. Yields the product COC(CN1C([C@H](CNC2=C1C=CC=C2)NC(=O)OC(C)(C)C)=O)=O ((3S)-2-Oxo-3-tert-butoxycarbonylamino-2,3,4,5-tetrahydro-1H-1,5-benzodiazepine-1-acetic acid methyl ester). The yield is 83.0%. As a reaction SMILES: [C:1]([O:5][C:6]([NH:8][C@@H:9]([CH2:13][NH:14][C:15]1[CH:20]=[CH:19][CH:18]=[CH:17][C:16]=1[N+:21]([O-])=O)[C:10]([OH:12])=O)=[O:7])([CH3:4])([CH3:3])[CH3:2].C(OC(N[C@@H:32](CN)[C:33]([OH:35])=[O:34])=O)(C)(C)C.F[C:39]1C=CC=CC=1[N+]([O-])=O.C([O-])(O)=O.[Na+]>O.CN(C=O)C>[CH3:39][O:35][C:33](=[O:34])[CH2:32][N:21]1[C:16]2[CH:17]=[CH:18][CH:19]=[CH:20][C:15]=2[NH:14][CH2:13][C@H:9]([NH:8][C:6]([O:5][C:1]([CH3:2])([CH3:3])[CH3:4])=[O:7])[C:10]1=[O:12] |f:3.4|. Procedure details: (2S)-2-tert-Butoxycarbonylamino-3-(2-nitrophenyl-amino)-propionic acid. (2S)-2-tert-Butoxycarbonylamino-3-aminopropionic acid (10 g, 49 mmol), 2-fluoronitrobenzene (5.7 ml, 54 mmol), and NaHCO3 (8.25 g, 98 mmol) was taken into 130 ml of DMF and heated at 80° C. for 18 h. The reaction was evaporated in vacuo to give a viscous orange residue that was dissolved in 300 ml of H2O and extracted with Et2O (3×150 ml). The aq. solution was acidified to pH 5 with 10% NaHSO4 and extracted with EtOAc (3×250... Starting materials: BrC1=CC=C(C=C1)S(=O)(=O)N1CCN(CC1)C1=C(C=C(C=C1)C)C (1-(4-bromo-benzene-sulfonyl)-4-(2,4-dimethylphenyl)-piperazine), bis-(pinacolato)-diboron, C(C)(=O)[O-].[K+] (potassium acetate), COC1=CC(=NC=C1)CCC1=NC=2C(=NC=C(C2)I)N1 (2-[2-(4-methoxypyridin-2-yl)ethyl]-6iodo-3H-imidazo[4,5-b]pyridine), COC1=CC(=NC=C1)CCC1=NC=2C(=NC=C(C2)I)N1 (2-[2-(4-methoxypyridin-2-yl)ethyl]-6iodo-3H-imidazo[4,5-b]pyridine), C([O-])([O-])=O.[K+].[K+] (potassium carbonate), [Cl-].[Li+] (lithium chloride). The reagents and catalysts are C1(=CC=CC=C1)P([C-]1C=CC=C1)C1=CC=CC=C1.[C-]1(C=CC=C1)P(C1=CC=CC=C1)C1=CC=CC=C1.[Fe+2] (1,1′-bis-(diphenylphosphino)-ferrocene), C1=CC=C(C=C1)P([C-]2C=CC=C2)C3=CC=CC=C3.C1=CC=C(C=C1)P([C-]2C=CC=C2)C3=CC=CC=C3.Cl[Pd]Cl.[Fe+2] ([1,1′-bis(diphenylphosphino)ferrocene]palladium-dichloride), [Pd].C1(=CC=CC=C1)P(C1=CC=CC=C1)C1=CC=CC=C1.C1(=CC=CC=C1)P(C1=CC=CC=C1)C1=CC=CC=C1.C1(=CC=CC=C1)P(C1=CC=CC=C1)C1=CC=CC=C1.C1(=CC=CC=C1)P(C1=CC=CC=C1)C1=CC=CC=C1 (tetrakis(triphenylphosphine)-palladium(0)). Solvent: O (water), O1CCOCC1 (dioxane), O (water), O1CCOCC1 (dioxane). Conditions: temperature 90 celsius. The product is CC1=C(C=CC(=C1)C)N1CCN(CC1)S(=O)(=O)C1=CC=C(C=C1)C=1C=C2C(=NC1)NC(=N2)CCC2=NC=CC(=C2)OC (6-{4-[4-(2,4-Dimethylphenyl)-piperazin-1-yl-sulfonyl]-phenyl}-2-[2-(4-methoxy-pyridin-2-yl)ethyl]-3H-imidazo[4.5-b]pyridine). Yield: 47.5%. As a reaction SMILES: Br[C:2]1[CH:7]=[CH:6][C:5]([S:8]([N:11]2[CH2:16][CH2:15][N:14]([C:17]3[CH:22]=[CH:21][C:20]([CH3:23])=[CH:19][C:18]=3[CH3:24])[CH2:13][CH2:12]2)(=[O:10])=[O:9])=[CH:4][CH:3]=1.C([O-])(=O)C.[K+].[CH3:30][O:31][C:32]1[CH:37]=[CH:36][N:35]=[C:34]([CH2:38][CH2:39][C:40]2[NH:49][C:43]3=[N:44][CH:45]=[C:46](I)[CH:47]=[C:42]3[N:41]=2)[CH:33]=1.C(=O)([O-])[O-].[K+].[K+].[Cl-].[Li+]>O1CCOCC1.O.C1(P(C2C=CC=CC=2)[C-]2C=CC=C2)C=CC=CC=1.[C-]1(P(C2C=CC=CC=2)C2C=CC=CC=2)C=CC=C1.[Fe+2].C1C=CC(P(C2C=CC=CC=2)[C-]2C=CC=C2)=CC=1.C1C=CC(P(C2C=CC=CC=2)[C-]2C=CC=C2)=CC=1.Cl[Pd]Cl.[Fe+2].[Pd].C1(P(C2C=CC=CC=2)C2C=CC=CC=2)C=CC=CC=1.C1(P(C2C=CC=CC=2)C2C=CC=CC=2)C=CC=CC=1.C1(P(C2C=CC=CC=2)C2C=CC=CC=2)C=CC=CC=1.C1(P(C2C=CC=CC=2)C2C=CC=CC=2)C=CC=CC=1>[CH3:24][C:18]1[CH:19]=[C:20]([CH3:23])[CH:21]=[CH:22][C:17]=1[N:14]1[CH2:15][CH2:16][N:11]([S:8]([C:5]2[CH:6]=[CH:7][C:2]([C:46]3[CH:47]=[C:42]4[N:41]=[C:40]([CH2:39][CH2:38][C:34]5[CH:33]=[C:32]([O:31][CH3:30])[CH:37]=[CH:36][N:35]=5)[NH:49][C:43]4=[N:44][CH:45]=3)=[CH:3][CH:4]=2)(=[O:10])=[O:9])[CH2:12][CH2:13]1 |f:1.2,4.5.6,7.8,11.12.13,14.15.16.17,18.19.20.21.22|. Procedure details: A mixture of 0.614 g of 1-(4-bromo-benzene-sulfonyl)-4-(2,4-dimethylphenyl)-piperazine, 0.42 g of bis-(pinacolato)-diboron, 0.025 g of 1,1′-bis-(diphenylphosphino)-ferrocene, 0.033 g of [1,1′-bis(diphenylphosphino)ferrocene]palladium-dichloride (complex with CH2Cl2), 0.442 g of potassium acetate in 8 ml of degassed dioxane are heated to 90° C. in a sealed tube under N2 for 7 hours. To the resulting mixture 10 ml of degassed dioxane, 0.371 g of 2-[2-(4-methoxypyridin-2-yl)ethyl]-iodo-3H-imidazo[4...